From a dataset of the Open Reaction Database (ORD), a public repository of structured organic reaction records. describe an organic reaction: reactants, conditions, products, and yield Reactants: CN(CCC(CNC)O)C (4-dimethylamino-1-methylamino-2-butanol), N (ammonia), [H-].[K+] (potassium hydride), O1CCCC1 (tetrahydrofuran), C(=O)(O)CCC=1C=NC2=CC=CC=C2C1Cl (3-carboxyethyl-4-chloroquinoline). The solvent is O (water), C(C)(=O)OCC (ethyl acetate), CO (methanol). Conditions: time 10 minute. Yields the product CN(CCC1OC2=C(C=NC=3C=CC=CC23)C(N(C1)C)=O)C (2-[2-(Dimethylamino)ethyl]-2,3-dihydro-4-methyl-1,4-oxazepino[6,7-c]quinolin-5(4H)-one). As a reaction SMILES: [H-].[K+].[CH3:3][N:4]([CH3:12])[CH2:5][CH2:6][CH:7]([OH:11])[CH2:8][NH:9][CH3:10].C(C[CH2:17][C:18]1[CH:19]=[N:20][C:21]2[C:26]([C:27]=1Cl)=[CH:25][CH:24]=[CH:23][CH:22]=2)(O)=O.N.[O:30]1CCCC1>CO.C(OCC)(=O)C.O>[CH3:3][N:4]([CH3:12])[CH2:5][CH2:6][CH:7]1[CH2:8][N:9]([CH3:10])[C:17](=[O:30])[C:18]2[CH:19]=[N:20][C:21]3[CH:22]=[CH:23][CH:24]=[CH:25][C:26]=3[C:27]=2[O:11]1 |f:0.1|. Procedure details: To a suspension of 19.4 g (35% in oil, 0.172 mole) of potassium hydride in 150 ml of tetrahydrofuran was added at a rapid drop, 12.4 g (0.086 mole) of 4-dimethylamino-1-methylamino-2-butanol. After 10 min., 20 g (0.086 mole) of 3-carboxyethyl-4-chloroquinoline was added via a powder dropping funnel over a period of 30 min. The mixture was stirred at room temperature overnight. Approximately 50 ml of water was added to quench the reaction and the mixture was partitioned between isopropanol ether ...